From a dataset of the Open Reaction Database (ORD), a public repository of structured organic reaction records. describe an organic reaction: reactants, conditions, products, and yield The reactants are [Cr](=O)(=O)([O-])Cl.[NH+]1=CC=CC=C1 (Pyridinium chlorochromate), BrC1=C2C=CC(=CC2=CC(=C1)F)CO ((5-bromo-7-fluoronaphthalen-2-yl)methanol). Solvent: C(Cl)Cl (DCM). Run at time 2 hour. The product is BrC1=C2C=CC(=CC2=CC(=C1)F)C=O (5-bromo-7-fluoro-2-naphthaldehyde). Yield: 88.0%. As a reaction SMILES: [Cr](Cl)([O-])(=O)=O.[NH+]1C=CC=CC=1.[Br:12][C:13]1[CH:22]=[C:21]([F:23])[CH:20]=[C:19]2[C:14]=1[CH:15]=[CH:16][C:17]([CH2:24][OH:25])=[CH:18]2>C(Cl)Cl>[Br:12][C:13]1[CH:22]=[C:21]([F:23])[CH:20]=[C:19]2[C:14]=1[CH:15]=[CH:16][C:17]([CH:24]=[O:25])=[CH:18]2 |f:0.1|. Reported procedure: Pyridinium chlorochromate (PCC, 1.9 g, 9.0 mmol) was added to a solution of 31 (1.1 g, 4.5 mmol) in DCM (15 mL), and the mixture was stirred for 2 h prior to filtration through a short pad of silica gel. The filtrate was then concentrated rotary evaporation, and purified by column chromatography to give 5-bromo-7-fluoro-2-naphthaldehyde (32) (88%). 1H NMR (400 MHz, CDCl3) δ 10.20 (s, 1H), 8.34 (d, J=8.8 Hz, 1H), 8.29 (s, 1H), 8.01 (d, J=8.8 Hz, 1H), 7.77 (dd, J=8.0, 2.3 Hz, 1H), 7.64 (d, J=8.6 H... The product is C(=O)(OC)C(CC(=O)C=1C=C2CN(C(NC2=CC1)=O)C)C (6-(3-Carbomethoxy-3-methyl-propionyl)-3,4-dihydro-3-methyl-2(1H)-quinazolinone). Starting materials: CN1C(NC2=CC=CC=C2C1)=O (3,4-Dihydro-3-methyl-2(1H)-quinazolinone), [Cl-].[Al+3].[Cl-].[Cl-] (aluminum chloride), C(=S)=S (carbon disulfide), C(=O)(OC)CC(C(=O)Cl)C (3-Carbomethoxy-2-methyl-propionyl chloride). RXN SMILES: [CH3:1][N:2]1[CH2:11][C:10]2[C:5](=[CH:6][CH:7]=[CH:8][CH:9]=2)[NH:4][C:3]1=[O:12].[Cl-].[Al+3].[Cl-].[Cl-].[C:17]([CH2:21][CH:22](C)[C:23](Cl)=[O:24])([O:19][CH3:20])=[O:18].[C:27](=S)=S>>[C:17]([CH:21]([CH3:27])[CH2:22][C:23]([C:8]1[CH:9]=[C:10]2[C:5](=[CH:6][CH:7]=1)[NH:4][C:3](=[O:12])[N:2]([CH3:1])[CH2:11]2)=[O:24])([O:19][CH3:20])=[O:18] |f:1.2.3.4|. Reported procedure: 3,4-Dihydro-3-methyl-2(1H)-quinazolinone (2.5 g) is added to a stirred suspension of anhydrous aluminum chloride (10.5 g) in carbon disulfide (120 ml) under nitrogen. 3-Carbomethoxy-2-methyl-propionyl chloride (2.5 g) is added dropwise to the stirred suspension, which is refluxed for about 18 hours and cooled to RT. The liquid phase is decanted and the residue treated with H2O (120 ml) and extracted with methylene chloride. The organic extract is dried, filtered and concentrated in vacuo, afford... Reactants: OC(C(C)C)(C=1N=CN(C1)C(C1=CC=CC=C1)(C1=CC=CC=C1)C1=CC=CC=C1)C1=CC=C(C=C1)B(O)O (4-[1-hydroxy-2-methyl-1-(1-trityl-1H-imidazol-4-yl)propyl]phenylboronic acid), BrC=1C=CC(=C(C1)NC(C)=O)F (N-(5-bromo-2-fluorophenyl)acetamide). The reagents and catalysts are C=1C=CC(=CC1)[P](C=2C=CC=CC2)(C=3C=CC=CC3)[Pd]([P](C=4C=CC=CC4)(C=5C=CC=CC5)C=6C=CC=CC6)([P](C=7C=CC=CC7)(C=8C=CC=CC8)C=9C=CC=CC9)[P](C=1C=CC=CC1)(C=1C=CC=CC1)C=1C=CC=CC1 (tetrakis(triphenylphosphine)palladium(0)). Product: FC1=C(C=C(C=C1)C1=CC=C(C=C1)C(C(C)C)(C=1N=CN(C1)C(C1=CC=CC=C1)(C1=CC=CC=C1)C1=CC=CC=C1)O)NC(C)=O (N-{4-fluoro-4′-[1-hydroxy-2-methyl-1-(1-trityl-1H-imidazol-4-yl)propyl][1,1′-biphenyl]-3-yl}acetamide). The yield is 45.2%. RXN SMILES: [OH:1][C:2]([C:30]1[CH:35]=[CH:34][C:33](B(O)O)=[CH:32][CH:31]=1)([C:6]1[N:7]=[CH:8][N:9]([C:11]([C:24]2[CH:29]=[CH:28][CH:27]=[CH:26][CH:25]=2)([C:18]2[CH:23]=[CH:22][CH:21]=[CH:20][CH:19]=2)[C:12]2[CH:17]=[CH:16][CH:15]=[CH:14][CH:13]=2)[CH:10]=1)[CH:3]([CH3:5])[CH3:4].Br[C:40]1[CH:41]=[CH:42][C:43]([F:50])=[C:44]([NH:46][C:47](=[O:49])[CH3:48])[CH:45]=1>C1C=CC([P]([Pd]([P](C2C=CC=CC=2)(C2C=CC=CC=2)C2C=CC=CC=2)([P](C2C=CC=CC=2)(C2C=CC=CC=2)C2C=CC=CC=2)[P](C2C=CC=CC=2)(C2C=CC=CC=2)C2C=CC=CC=2)(C2C=CC=CC=2)C2C=CC=CC=2)=CC=1>[F:50][C:43]1[CH:42]=[CH:41][C:40]([C:33]2[CH:34]=[CH:35][C:30]([C:2]([OH:1])([C:6]3[N:7]=[CH:8][N:9]([C:11]([C:24]4[CH:25]=[CH:26][CH:27]=[CH:28][CH:29]=4)([C:12]4[CH:13]=[CH:14][CH:15]=[CH:16][CH:17]=4)[C:18]4[CH:23]=[CH:22][CH:21]=[CH:20][CH:19]=4)[CH:10]=3)[CH:3]([CH3:5])[CH3:4])=[CH:31][CH:32]=2)=[CH:45][C:44]=1[NH:46][C:47](=[O:49])[CH3:48] |^1:54,56,75,94|. Procedure: By the reaction in the same manner as in Example 4-(ii) using 4-[1-hydroxy-2-methyl-1-(1-trityl-1H-imidazol-4-yl)propyl]phenylboronic acid (3.50 g), N-(5-bromo-2-fluorophenyl)acetamide (1.17 g) and tetrakis(triphenylphosphine)palladium(0) (0.17 g), the title compound (1.39 g); was obtained as a colorless amorphous powder. Reactants: C(C)OC1=CC(=CC2=C1OC(C(N2)=O)C)C=O (8-Ethoxy-2-methyl-3-oxo-3,4-dihydro-2H-benzo[b][1,4]oxazine-6-carbaldehyde), Cl.Cl.C1(CC1)NC(C1=CC(=C(C=C1)N1CCNCC1)C)=O (N-cyclopropyl-3-methyl-4-(piperazin-1-yl)benzamide-2HCl). Product: C1(CC1)NC(C1=CC(=C(C=C1)N1CCN(CC1)CC1=CC2=C(OC(C(N2)=O)C)C(=C1)OCC)C)=O (N-Cyclopropyl-4-(4-((8-ethoxy-2-methyl-3-oxo-3,4-dihydro-2H-benzo[b][1,4]oxazin-6-yl)methyl)piperazin-1-yl)-3-methylbenzamide). RXN SMILES: [CH2:1]([O:3][C:4]1[C:9]2[O:10][CH:11]([CH3:15])[C:12](=[O:14])[NH:13][C:8]=2[CH:7]=[C:6]([CH:16]=O)[CH:5]=1)[CH3:2].Cl.Cl.[CH:20]1([NH:23][C:24](=[O:38])[C:25]2[CH:30]=[CH:29][C:28]([N:31]3[CH2:36][CH2:35][NH:34][CH2:33][CH2:32]3)=[C:27]([CH3:37])[CH:26]=2)[CH2:22][CH2:21]1>>[CH:20]1([NH:23][C:24](=[O:38])[C:25]2[CH:30]=[CH:29][C:28]([N:31]3[CH2:32][CH2:33][N:34]([CH2:16][C:6]4[CH:5]=[C:4]([O:3][CH2:1][CH3:2])[C:9]5[O:10][CH:11]([CH3:15])[C:12](=[O:14])[NH:13][C:8]=5[CH:7]=4)[CH2:35][CH2:36]3)=[C:27]([CH3:37])[CH:26]=2)[CH2:22][CH2:21]1 |f:1.2.3|. Procedure: Using 398B and N-cyclopropyl-3-methyl-4-(piperazin-1-yl)benzamide-2HCl in the general procedure for reductive aminations, the title compound was obtained as a white solid: 1H NMR (400 MHz, DMSO-d6) δ ppm 0.51-0.57 (m, 2H) 0.63-0.70 (m, 2H) 1.33 (t, J=7.07 Hz, 3H) 1.41 (d, J=6.82 Hz, 3H) 2.25 (s, 3 H) 2.52-2.60 (m, 4H) 2.81 (td, J=7.26, 3.92 Hz, 1H) 2.89 (br. s., 4H) 3.42 (s, 2H) 3.98-4.10 (m, 2H) 4.54-4.66 (m, 1H) 6.51 (d, J=1.52 Hz, 1H) 6.63 (d, J=1.77 Hz, 1H) 7.01 (d, J=8.08 Hz, 1H) 7.55-7.66 ... Reactants: N1C=CC2=CC=CC=C12 (indole), C(=O)(OC(C)(C)C)N1C2=CC=C(C=C2C=2C=C3C(=C(C12)O)N(C=1C=CC(=CC13)Cl)C(=O)OC(C)(C)C)Cl (5,7-diBOC-2,10-dichloro-6-hydroxyindolo[2,3-b]carbazole), C(=O)(OC(C)(C)C)N1CCC(CC1)CO (N-Boc-4-piperidinemethanol). Yields the product ClC=1C=C2C=3C=C4C(=C(C3NC2=CC1)OCC1CCNCC1)NC=1C=CC(=CC14)Cl (2,10-dichloro-6-(piperidin-4-ylmethoxy)-5,7-dihydroindolo[2,3-b]carbazole). RXN SMILES: [NH:1]1[C:9]2[C:4](=[CH:5][CH:6]=CC=2)[CH:3]=[CH:2]1.C([N:17]1[C:29]2[C:28]([OH:30])=[C:27]3[N:31](C(OC(C)(C)C)=O)[C:32]4[CH:33]=[CH:34][C:35]([Cl:38])=[CH:36][C:37]=4[C:26]3=[CH:25][C:24]=2[C:23]2[C:18]1=[CH:19][CH:20]=[C:21]([Cl:46])[CH:22]=2)(OC(C)(C)C)=O.C(N1CCC(CO)CC1)(OC(C)(C)C)=O>>[Cl:38][C:35]1[CH:36]=[C:37]2[C:32](=[CH:33][CH:34]=1)[NH:31][C:27]1[C:28]([O:30][CH2:6][CH:5]3[CH2:3][CH2:2][NH:1][CH2:9][CH2:4]3)=[C:29]3[NH:17][C:18]4[CH:19]=[CH:20][C:21]([Cl:46])=[CH:22][C:23]=4[C:24]3=[CH:25][C:26]2=1. Procedure: The title compound was prepared in a manner analogous to Example 28 except the starting indole is 5,7-diBOC-2,10-dichloro-6-hydroxyindolo[2,3-b]carbazole and the reagent is N-Boc-4-piperidinemethanol. 1H-NMR (400 MHz, CD3OD) δ ppm 8.43 (s, 1H), 8.11 (d, J=2.0 Hz, 2 H), 7.43 (d, J=8.8 Hz, 2 H), 7.29 (dd, J=8.4, 2.0 Hz, 2 H), 4.16 (d, J=6.4 Hz, 2 H), 3.18-3.08 (m, 2 H), 2.70 (td, J=12.4, 2.4 Hz, 2 H), 2.22-2.10 (m, 1 H), 2.09-1.98 (m, 2 H), 1.50-1.38 (m, 2 H); MS (ESI) m/z 436.2 (M−H)−; MS (ESI) m...